This data is from the Open Reaction Database (ORD), a public repository of structured organic reaction records. The task is: describe an organic reaction: reactants, conditions, products, and yield Solvent: CN(C)C=O (DMF). Conditions: temperature 90 celsius, time 8 hour. Procedure: A mixture of compound 2-(4,4,5,5-tetramethyl-1,3,2-dioxaborolan-2-yl)-6,7-dihydrobenzo[6,7][1,4]oxazepino[4,5-a]indole (72 mg, 0.2 mmol), 5-bromo-2-(4-fluorophenyl)-N-methyl-6-(N-methylmethylsulfonamido)benzofuran-3-carboxamide (91 mg, 0.2 mmol), K3PO4-3H2O (160 mg, 0.6 mmol) and Pd(dppf)Cl2 (15 mg, 0.02 mmol) in 2 mL of DMF was stirred at 90° C. for 8 h under N2, then the mixture was purified using prep-HPLC to provide Compound 42 (30 mg, yield: 24.9%). 1H-NMR (CDCl3, 400 MHz) δ 7.92˜7.97 (m, 3... The product is C1=C(C=CC2=C1C=1N(C=3C=CC=CC3C1)CCO2)C=2C(=CC1=C(C(=C(O1)C1=CC=C(C=C1)F)C(=O)NC)C2)N(S(=O)(=O)C)C (5-(6,7-dihydrobenzo[6,7][1,4]oxazepino[4,5-a]indol-2-yl)-2-(4-fluorophenyl)-N-methyl-6-(N-methylmethylsulfonamido)benzofuran-3-carboxamide). Reactants: CC1(OB(OC1(C)C)C=1C=CC2=C(C=3N(C=4C=CC=CC4C3)CCO2)C1)C (2-(4,4,5,5-tetramethyl-1,3,2-dioxaborolan-2-yl)-6,7-dihydrobenzo[6,7][1,4]oxazepino[4,5-a]indole), BrC=1C(=CC2=C(C(=C(O2)C2=CC=C(C=C2)F)C(=O)NC)C1)N(S(=O)(=O)C)C (5-bromo-2-(4-fluorophenyl)-N-methyl-6-(N-methylmethylsulfonamido)benzofuran-3-carboxamide), K3PO4-3H2O. RXN SMILES: CC1(C)C(C)(C)OB([C:9]2[CH:10]=[CH:11][C:12]3[O:25][CH2:24][CH2:23][N:15]4[C:16]5[CH:17]=[CH:18][CH:19]=[CH:20][C:21]=5[CH:22]=[C:14]4[C:13]=3[CH:26]=2)O1.Br[C:29]1[C:30]([N:49]([CH3:54])[S:50]([CH3:53])(=[O:52])=[O:51])=[CH:31][C:32]2[O:36][C:35]([C:37]3[CH:42]=[CH:41][C:40]([F:43])=[CH:39][CH:38]=3)=[C:34]([C:44]([NH:46][CH3:47])=[O:45])[C:33]=2[CH:48]=1>CN(C=O)C.C1C=CC(P(C2C=CC=CC=2)[C-]2C=CC=C2)=CC=1.C1C=CC(P(C2C=CC=CC=2)[C-]2C=CC=C2)=CC=1.Cl[Pd]Cl.[Fe+2]>[CH:26]1[C:13]2[C:14]3[N:15]([CH2:23][CH2:24][O:25][C:12]=2[CH:11]=[CH:10][C:9]=1[C:29]1[C:30]([N:49]([CH3:54])[S:50]([CH3:53])(=[O:52])=[O:51])=[CH:31][C:32]2[O:36][C:35]([C:37]4[CH:42]=[CH:41][C:40]([F:43])=[CH:39][CH:38]=4)=[C:34]([C:44]([NH:46][CH3:47])=[O:45])[C:33]=2[CH:48]=1)[C:16]1[CH:17]=[CH:18][CH:19]=[CH:20][C:21]=1[CH:22]=3 |f:3.4.5.6|. The reagents and catalysts are C1=CC=C(C=C1)P([C-]2C=CC=C2)C3=CC=CC=C3.C1=CC=C(C=C1)P([C-]2C=CC=C2)C3=CC=CC=C3.Cl[Pd]Cl.[Fe+2] (Pd(dppf)Cl2). The yield is 24.6%. Reactants: CCC(Oc1cc2cc(C(C)=O)sc2c(Cl)c1Cl)C(=O)[O-], CCOCC, CCO, Cl, [Na+], [OH-]. Yields the product CC(=O)c1cc2cc(OCC(=O)O)c(Cl)c(Cl)c2s1. As a reaction SMILES: [CH2:1]([CH3:2])[CH:3]([C:4](=[O:5])[O-:6])[O:7][c:8]1[cH:9][c:10]2[c:11]([s:12][c:13]([C:15]([CH3:16])=[O:17])[cH:14]2)[c:18]([Cl:21])[c:19]1[Cl:20].[CH2:25]([O:26][CH2:27][CH3:28])[CH3:29].[CH3:30][CH2:31][OH:32].[ClH:24].[Na+:23].[OH-:22]>>[CH2:3]([C:4](=[O:5])[OH:6])[O:7][c:8]1[cH:9][c:10]2[c:11]([s:12][c:13]([C:15]([CH3:16])=[O:17])[cH:14]2)[c:18]([Cl:21])[c:19]1[Cl:20]. Starting materials: ClS(=O)(=O)O (Chlorosulfonic acid), C(C)(=O)NC=1C(=CC=CC1)C (N-acetyl 2-toluidine), COCC(=O)NC1=CC=CC=C1 (2-methoxy acetanilide). Solvent: C1=CC=CC=C1 (benzene). Run at temperature 10 celsius, time 24 hour. Yields the product C(C)(=O)NC=1C=C(C=CC1C)S(=O)(=O)Cl (3-Acetamido-4-methylbenzenesulfonyl chloride). As a reaction SMILES: [Cl:1][S:2]([OH:5])(=O)=[O:3].[C:6]([NH:9][C:10]1[C:11]([CH3:16])=[CH:12][CH:13]=[CH:14][CH:15]=1)(=[O:8])[CH3:7].COCC(NC1C=CC=CC=1)=O>C1C=CC=CC=1>[C:6]([NH:9][C:10]1[CH:15]=[C:14]([S:2]([Cl:1])(=[O:5])=[O:3])[CH:13]=[CH:12][C:11]=1[CH3:16])(=[O:8])[CH3:7]. Reported procedure: Chlorosulfonic acid (500 g.) was taken in a three neck round bottom flask equipped with a guard tube and cooled it to 10° C. N-acetyl 2-toluidine (100 g.) was added in small portions maintaining temperature below 10° C. After complete addition of 2-methoxy acetanilide cooling is removed and reaction was brought to 25° C. Reaction mixture was stirred at 25° C. for further 24 hours. After the completion of reaction (TLC), the reaction mixture was poured on ice-water, and the resulting slurry was f... Run at temperature 0 celsius, time 5 minute. Procedure details: 0.365 grams of dry hydrogen chloride (0.010 mole) was introduced into a solution of 0.43 grams of isocyanic acid (0.010 mole) in 3.44 grams of toluene at 0° under a nitrogen atmosphere. 1.18 gram of α-methylstyrene (0.010 mole) was added to the resultant carbamoyl chloride solution over a period of ten minutes while maintaining the temperature at 0° C. After fifteen minutes, cumyl chloride was present in 75% yield. 11.5 ml of 20.4% isocyanic acid in toluene (0.050 mole) was then added at 0° C. f... As a reaction SMILES: Cl.[NH:2]=[C:3]=[O:4].[CH3:5][C:6]([C:8]1[CH:13]=[CH:12][CH:11]=[CH:10][CH:9]=1)=[CH2:7].C(Cl)(=O)N.C(Cl)(C1C=CC=CC=1)(C)C>C1(C)C=CC=CC=1.C(C(CC(C)C)=O)C(C)C.[Cl-].[Zn+2].[Cl-]>[C:6]([N:2]=[C:3]=[O:4])([C:8]1[CH:13]=[CH:12][CH:11]=[CH:10][CH:9]=1)([CH3:7])[CH3:5] |f:7.8.9|. Yields the product C(C)(C)(C1=CC=CC=C1)N=C=O (cumyl isocyanate). Reagents/catalysts: [Cl-].[Zn+2].[Cl-] (zinc chloride). The yield is 75.0%. Starting materials: Cl (hydrogen chloride), N=C=O (isocyanic acid), N=C=O (isocyanic acid), C(C)(C)(C1=CC=CC=C1)Cl (cumyl chloride), CC(=C)C1=CC=CC=C1 (α-methylstyrene), C(N)(=O)Cl (carbamoyl chloride). Solvent: C1(=CC=CC=C1)C (toluene), C1(=CC=CC=C1)C (toluene), C(C(C)C)C(=O)CC(C)C (diisobutyl ketone). The reactants are [N+](=O)([O-])C1=C(C=CC=C1)N=NC1=C(C(=CC(=C1)C(C)(C)CC)C(C)(C)CC)O (2-nitro-2'-hydroxy-3',5'-di-t-amylazobenzene), [OH-].[Na+] (sodium hydroxide), C1=CC=CC=2C3=CC=CC=C3C(C12)=O (9-fluorenone), N(=NC1=CC=CC=C1)C1=CC=CC=C1 (azobenzene), resultant mixture. Run in O (water), C(CCC)O (n-butanol). Reaction conditions: temperature 65 celsius, time 4 hour. Product: OC1=C(C=C(C=C1C(C)(C)CC)C(C)(C)CC)N1N=C2C(=[N+]1[O-])C=CC=C2 (2-(2-hydroxy-3,5-di-t-amylphenyl)benzotriazole-N-oxide). RXN SMILES: [N+:1]([C:4]1[CH:9]=[CH:8][CH:7]=[CH:6][C:5]=1[N:10]=[N:11][C:12]1[CH:17]=[C:16]([C:18]([CH2:21][CH3:22])([CH3:20])[CH3:19])[CH:15]=[C:14]([C:23]([CH2:26][CH3:27])([CH3:25])[CH3:24])[C:13]=1O)([O-:3])=O.[OH-].[Na+].C1C2C(=[O:44])C3C(=CC=CC=3)C=2C=CC=1.N(C1C=CC=CC=1)=NC1C=CC=CC=1>O.C(O)CCC>[OH:44][C:13]1[C:14]([C:23]([CH2:26][CH3:27])([CH3:24])[CH3:25])=[CH:15][C:16]([C:18]([CH2:21][CH3:22])([CH3:19])[CH3:20])=[CH:17][C:12]=1[N:11]1[N+:1]([O-:3])=[C:4]2[CH:9]=[CH:8][CH:7]=[CH:6][C:5]2=[N:10]1 |f:1.2|. Reported procedure: 2-nitro-2'-hydroxy-3',5'-di-t-amylazobenzene 25.5 g was added to a mixture of n-butanol 80 g, water 14 g and 97% sodium hydroxide 8.2 g, and the resultant mixture was stirred while raising temperature to 65° C. Thereafter, the mixture was cooled to 50° C., and 9-fluorenone 2.0 g was added to the mixture. The reaction mixture was then heated to 90° C. in one hour, and the mixture was stirred at 90°~96° C. for four hours to effect reaction, thus almost all of the azobenzene having disappeared to p... Starting materials: C(#N)C=1C(=C(C=CC1)NC(C1=CC=C(C=C1)N(C)C)=O)F (N-(3-cyano-2-fluorophenyl)-4-(dimethylamino)benzamide), CC(C)C[AlH]CC(C)C (DIBAL-H), O1CCCC1 (tetrahydrofuran), ice water. Run at temperature -78 celsius, time 1 hour. Product: CN(C1=CC=C(C(=O)NC2=C(C(=CC=C2)C=O)F)C=C1)C (4-(Dimethylamino)-N-(2-fluoro-3-formylphenyl)benzamide). Reaction SMILES: [C:1]([C:3]1[C:4]([F:21])=[C:5]([NH:9][C:10](=[O:20])[C:11]2[CH:16]=[CH:15][C:14]([N:17]([CH3:19])[CH3:18])=[CH:13][CH:12]=2)[CH:6]=[CH:7][CH:8]=1)#N.CC(C[AlH]CC(C)C)C.[O:31]1CCCC1>>[CH3:18][N:17]([CH3:19])[C:14]1[CH:15]=[CH:16][C:11]([C:10]([NH:9][C:5]2[CH:6]=[CH:7][CH:8]=[C:3]([CH:1]=[O:31])[C:4]=2[F:21])=[O:20])=[CH:12][CH:13]=1. Procedure: To a solution of N-(3-cyano-2-fluorophenyl)-4-(dimethylamino)benzamide (2.18 g, 7.70 mmol) in tetrahydrofuran (150 mL) at −78° C. was added DIBAL-H (23.09 mL, 23.09 mmol) over 20 min. The mixture was stirred at −78° C. for 1 h before it was allowed to warm to room temperature and stirred at room temperature for 4 hr. The mixture was poured into ice/water (600 mL) and stirred at room temperature for 30 min. The mixture was extracted with CH2Cl2 (4×100 mL). The combined extract was filtered throug... Starting materials: C(C)(C)NC(C)C (diisopropylamine), P(=O)([O-])(O)O.[Na+] (monosodium phosphate), C1(=CC=C(C=C1)S(=O)(=O)C(C#N)C(C(C)C)(C)C)C (4-tolyl sulfonyl-4,3,3-trimethyl-pentanenitrile), C(CCC)[Li] (butyllithium). Run in O1CCCC1 (tetrahydrofuran), O1CCCC1 (tetrahydrofuran), C1CCCCC1 (cyclohexane). Reaction conditions: time 10 minute. The product is CC1(C(C1(C)C)C#N)C (2,2,3,3-tetramethyl-cyclopropane-carbonitrile). Isolated yield 59.3%. RXN SMILES: C([Li])CCC.C(NC(C)C)(C)C.C1(C)C=CC(S([CH:22]([C:25]([CH3:30])([CH3:29])[CH:26]([CH3:28])[CH3:27])[C:23]#[N:24])(=O)=O)=CC=1.P(O)(O)([O-])=O.[Na+]>O1CCCC1.C1CCCCC1>[CH3:28][C:26]1([CH3:27])[C:25]([CH3:29])([CH3:30])[CH:22]1[C:23]#[N:24] |f:3.4|. Reported procedure: 9.15 ml of a cyclohexane solution of 1.75M of butyllithium were added with stirring under an inert atmosphere at -30° to -40° C. to a mixture of 2.49 ml of diisopropylamine and 5 ml of tetrahydrofuran and after 10 minutes of contact, the mixture was cooled to -60° to -70° C. A mixture of 4.068 g of 4-tolyl sulfonyl-4,3,3-trimethyl-pentanenitrile in 15 ml of tetrahydrofuran were added to the mixture over 5 minutes and the mixture was stirred at -60° to -70° C. for 10 minutes after which the tempe... Starting materials: Cl (hydrochloric acid), C(C)(C)(C)OC(=O)NC1=CC=C(C=C1)CCCN1CCC(CC1)NC(=O)C1=CC2=CN=C3C=CC=C(S1)N32 (N-[1-[3-(4-tert-butoxycarbonylaminophenyl)propan-1-yl]piperidin-4-yl]-5-thia-1,8b-diazaacenaphthylene-4-carboxamide). Solvent: C(C)O (Ethanol). Reaction conditions: time 2 hour. Product: Cl.Cl.Cl.NC1=CC=C(C=C1)CCCN1CCC(CC1)NC(=O)C1=CC2=CN=C3C=CC=C(S1)N32 (N-[1-[3-(4-aminophenyl)propan-1-yl]piperidin-4-yl]-5-thia-1,8b-diazaacenaphthylene-4-carboxamide trihydrochloride). Yield: 71.0%. Reaction SMILES: [ClH:1].C(OC([NH:9][C:10]1[CH:15]=[CH:14][C:13]([CH2:16][CH2:17][CH2:18][N:19]2[CH2:24][CH2:23][CH:22]([NH:25][C:26]([C:28]3[S:38][C:37]4[N:39]5[C:30](=[CH:31][N:32]=[C:33]5[CH:34]=[CH:35][CH:36]=4)[CH:29]=3)=[O:27])[CH2:21][CH2:20]2)=[CH:12][CH:11]=1)=O)(C)(C)C>C(O)C>[ClH:1].[ClH:1].[ClH:1].[NH2:9][C:10]1[CH:11]=[CH:12][C:13]([CH2:16][CH2:17][CH2:18][N:19]2[CH2:20][CH2:21][CH:22]([NH:25][C:26]([C:28]3[S:38][C:37]4[N:39]5[C:30](=[CH:31][N:32]=[C:33]5[CH:34]=[CH:35][CH:36]=4)[CH:29]=3)=[O:27])[CH2:23][CH2:24]2)=[CH:14][CH:15]=1 |f:3.4.5.6|. Reported procedure: Concentrated hydrochloric acid (1.5 ml) was added to N-[1-[3-(4-tert-butoxycarbonylaminophenyl)propan-1-yl]piperidin-4-yl]-5-thia-1,8b-diazaacenaphthylene-4-carboxamide (350 mg, 0.656 mmol) and the mixture was stirred at room temperature for 2 hours. Ethanol was added to the mixture to give N-[1-[3-(4-aminophenyl)propan-1-yl]piperidin-4-yl]-5-thia-1,8b-diazaacenaphthylene-4-carboxamide trihydrochloride as orange crystals (251 mg, 71%), which were collected by filtration and washed with ethanol.